This data is from the Open Reaction Database (ORD), a public repository of structured organic reaction records. The task is: describe an organic reaction: reactants, conditions, products, and yield Reactants: C(C)OC([C@H](CC1=CC=C(C=C1)C#CCCl)OC)=O ((2S)-3-[4-(3-Chloro-prop-1-ynyl)-phenyl]-2-methoxy-propionic acid ethyl ester), OC=1C=C2C(C=C(OC2=CC1)C1=CC=CC=C1)=O (6-hydroxyflavone). Reported procedure: The title compound was prepared from (2S)-3-[4-(3-Chloro-prop-1-ynyl)-phenyl]-2-methoxy-propionic acid ethyl ester from Example 5, Step A and 6-hydroxyflavone in a manner analogous to that described for Example 5, Step B. MS(ES) for C28H22O6[M+H]+: 455.2. Product: CO[C@H](C(=O)O)CC1=CC=C(C=C1)C#CCOC=1C=C2C(C=C(OC2=CC1)C1=CC=CC=C1)=O ((2S)-2-Methoxy-3-{4-[3-(4-oxo-2-phenyl-4H-chromen-6-yloxy)-prop-1-ynyl]-phenyl}-propionic acid). Reaction SMILES: C([O:3][C:4](=[O:19])[C@@H:5]([O:17][CH3:18])[CH2:6][C:7]1[CH:12]=[CH:11][C:10]([C:13]#[C:14][CH2:15]Cl)=[CH:9][CH:8]=1)C.[OH:20][C:21]1[CH:22]=[C:23]2[C:28](=[CH:29][CH:30]=1)[O:27][C:26]([C:31]1[CH:36]=[CH:35][CH:34]=[CH:33][CH:32]=1)=[CH:25][C:24]2=[O:37]>>[CH3:18][O:17][C@@H:5]([CH2:6][C:7]1[CH:8]=[CH:9][C:10]([C:13]#[C:14][CH2:15][O:20][C:21]2[CH:22]=[C:23]3[C:28](=[CH:29][CH:30]=2)[O:27][C:26]([C:31]2[CH:36]=[CH:35][CH:34]=[CH:33][CH:32]=2)=[CH:25][C:24]3=[O:37])=[CH:11][CH:12]=1)[C:4]([OH:3])=[O:19]. Procedure details: To a solution of methyl 5-(3-{4-amino-6-[methyl(phenyl)amino]-1,3,5-triazin-2-yl}-1,2,4-oxadiazol-5-yl)pyridine-2-carboxylate (prepared in an analogous manner to Example 279, 500 mg, 1.23 mmol) in anhydrous THF (50 mL) at 0 C, was added sodium borohydride (95 mg, 2.46 mmol) portion-wise under nitrogen. The resulting solution was sonicated briefly and stirred at 40 C for 1 h. The reaction mixture was then allowed to stir at room temperature for a further 16 h. The reaction was quenched with water... Reactants: NC1=NC(=NC(=N1)N(C1=CC=CC=C1)C)C1=NOC(=N1)C=1C=CC(=NC1)C(=O)OC (methyl 5-(3-{4-amino-6-[methyl(phenyl)amino]-1,3,5-triazin-2-yl}-1,2,4-oxadiazol-5-yl)pyridine-2-carboxylate), [BH4-].[Na+] (sodium borohydride). Isolated yield 67.0%. The product is NC1=NC(=NC(=N1)N(C1=CC=CC=C1)C)C1=NOC(=N1)C=1C=CC(=NC1)CO ([5-(3-{4-Amino-6-[methyl(phenyl)amino]-1,3,5-triazin-2-yl}-1,2,4-oxadiazol-5-yl)pyridin-2-yl]methanol). RXN SMILES: [NH2:1][C:2]1[N:7]=[C:6]([N:8]([CH3:15])[C:9]2[CH:14]=[CH:13][CH:12]=[CH:11][CH:10]=2)[N:5]=[C:4]([C:16]2[N:20]=[C:19]([C:21]3[CH:22]=[CH:23][C:24]([C:27](OC)=[O:28])=[N:25][CH:26]=3)[O:18][N:17]=2)[N:3]=1.[BH4-].[Na+]>C1COCC1>[NH2:1][C:2]1[N:7]=[C:6]([N:8]([CH3:15])[C:9]2[CH:10]=[CH:11][CH:12]=[CH:13][CH:14]=2)[N:5]=[C:4]([C:16]2[N:20]=[C:19]([C:21]3[CH:22]=[CH:23][C:24]([CH2:27][OH:28])=[N:25][CH:26]=3)[O:18][N:17]=2)[N:3]=1 |f:1.2|. Run in C1CCOC1 (THF). Conditions: time 1 hour.